Dataset: the Open Reaction Database (ORD), a public repository of structured organic reaction records. Task: describe an organic reaction: reactants, conditions, products, and yield Starting materials: COC1=C(C=C(C(=O)O)C=C1C(F)(F)F)SC (4-methoxy-3-methylsulfanyl-5-trifluoromethylbenzoic acid), C1(=CC=CC=C1)C (toluene), S(=O)(Cl)Cl (thionyl chloride). Solvent: CN(C=O)C (N,N-dimethylformamide). Conditions: temperature 60 celsius, time 16 hour. Product: COC1=C(C=C(C(=O)Cl)C=C1C(F)(F)F)SC (4-methoxy-3-methylsulfanyl-5-trifluoromethylbenzoyl chloride). RXN SMILES: [CH3:1][O:2][C:3]1[C:11]([C:12]([F:15])([F:14])[F:13])=[CH:10][C:6]([C:7](O)=[O:8])=[CH:5][C:4]=1[S:16][CH3:17].C1(C)C=CC=CC=1.S(Cl)([Cl:27])=O>CN(C)C=O>[CH3:1][O:2][C:3]1[C:11]([C:12]([F:15])([F:14])[F:13])=[CH:10][C:6]([C:7]([Cl:27])=[O:8])=[CH:5][C:4]=1[S:16][CH3:17]. Procedure: To 4-methoxy-3-methylsulfanyl-5-trifluoromethylbenzoic acid (277 mg), toluene (7 mL), N,N-dimethylformamide (1 droplet) and thionyl chloride (0.12 mL) were added, and then the mixture was stirred at 60° C. for 16 hours. The solvent was distilled off under reduced pressure and the obtained residue was azeotroped with toluene and used for the synthesis of (f).